describe an organic reaction: reactants, conditions, products, and yield From a dataset of the Open Reaction Database (ORD), a public repository of structured organic reaction records. The reactants are NC1=C(C(=O)O)C=C(C=C1)OC(F)(F)F (2-amino-5-trifluoromethoxybenzoic acid), OO (hydrogen peroxide), [OH-].[Na+] (sodium hydroxide), O (water). Run in O1CCCC1 (tetrahydrofuran), O1CCCC1 (tetrahydrofuran), C(C)OCC (diethyl ether). Run at time 0.5 hour. Yields the product NC1=C(CO)C=C(C=C1)OC(F)(F)F (2-amino-5-(trifluoromethoxy)benzyl alcohol). The yield is 101.9%. RXN SMILES: [NH2:1][C:2]1[CH:10]=[CH:9][C:8]([O:11][C:12]([F:15])([F:14])[F:13])=[CH:7][C:3]=1[C:4](O)=[O:5].OO.[OH-].[Na+].O>O1CCCC1.C(OCC)C>[NH2:1][C:2]1[CH:10]=[CH:9][C:8]([O:11][C:12]([F:13])([F:14])[F:15])=[CH:7][C:3]=1[CH2:4][OH:5] |f:2.3|. Procedure details: The 2-amino-5-trifluoromethoxybenzoic acid (2.0 g, 9.0 mmol) in tetrahydrofuran (20 mL) was added dropwise to borane methyl sulfide complex (1.5 mL, 15.0 mmol) in tetrahydrofuran (5 mL). The reaction was refluxed overnight and allowed to cool. A solution of 30% aqueous hydrogen peroxide (0.5 mL), 2.5 N sodium hydroxide (0.5 mL) and water (10 mL) was added drop-wise and the reaction stirred 0.5 hours. After diluting with diethyl ether (50 mL), the organic layer was washed with 0.1 M aqueous sodiu... Starting materials: C[Si](C)(C)n1ccnc1, CC(=O)O, CC1(c2ccc(F)cc2F)CO1, CN(C)C=O, [Na]n1ccnc1. Yields the product CC(Cn1ccnc1)(O[Si](C)(C)C)c1ccc(F)cc1F. As a reaction SMILES: [CH3:13][Si:14]([n:15]1[cH:16][cH:17][n:18][cH:19]1)([CH3:20])[CH3:21].[CH3:28][C:29](=[O:30])[OH:31].[O:1]1[CH2:2][C:3]1([CH3:4])[c:5]1[c:6]([F:12])[cH:7][c:8]([F:11])[cH:9][cH:10]1.[O:32]=[CH:33][N:34]([CH3:35])[CH3:36].[n:22]1([Na:27])[cH:23][n:24][cH:25][cH:26]1>>[O:1]([C:3]([CH2:2][n:22]1[cH:23][n:24][cH:25][cH:26]1)([CH3:4])[c:5]1[c:6]([F:12])[cH:7][c:8]([F:11])[cH:9][cH:10]1)[Si:14]([CH3:13])([CH3:20])[CH3:21]. RXN SMILES: [F:1][C:2]1[CH:3]=[C:4]([CH:33]=[CH:34][CH:35]=1)[CH2:5][NH:6][C:7]1[N:12]2[N:13]=[CH:14][C:15]([C:16](O)=[O:17])=[C:11]2[N:10]=[CH:9][C:8]=1[C:19]([N:21]1[CH2:26][CH2:25][CH:24]([C:27]2[CH:32]=[CH:31][CH:30]=[CH:29][CH:28]=2)[CH2:23][CH2:22]1)=[O:20].[CH2:36]([S:38]([NH2:41])(=[O:40])=[O:39])[CH3:37]>>[F:1][C:2]1[CH:3]=[C:4]([CH:33]=[CH:34][CH:35]=1)[CH2:5][NH:6][C:7]1[N:12]2[N:13]=[CH:14][C:15]([C:16]([NH:41][S:38]([CH2:36][CH3:37])(=[O:40])=[O:39])=[O:17])=[C:11]2[N:10]=[CH:9][C:8]=1[C:19]([N:21]1[CH2:26][CH2:25][CH:24]([C:27]2[CH:28]=[CH:29][CH:30]=[CH:31][CH:32]=2)[CH2:23][CH2:22]1)=[O:20]. Procedure: In the same manner as in Example 1, step 6 and using 7-(3-fluorobenzylamino)-6-(4-phenylpiperidine-1-carbonyl)pyrazolo[1,5-a]pyrimidine-3-carboxylic acid (0.09 g, 0.18 mmol) obtained in Example 6, step 2 and ethanesulfonamide (0.11 g, 1.08 mmol) instead of methanesulfonamide, compound a-7 (0.04 g, 38%) was obtained. Product: FC=1C=C(CNC2=C(C=NC=3N2N=CC3C(=O)NS(=O)(=O)CC)C(=O)N3CCC(CC3)C3=CC=CC=C3)C=CC1 (N-[7-(3-Fluorobenzylamino)-6-(4-phenylpiperidine-1-carbonyl)pyrazolo[1,5-a]pyrimidine-3-carbonyl]ethanesulfonamide). Starting materials: FC=1C=C(CNC2=C(C=NC=3N2N=CC3C(=O)O)C(=O)N3CCC(CC3)C3=CC=CC=C3)C=CC1 (7-(3-Fluorobenzylamino)-6-(4-phenylpiperidine-1-carbonyl)pyrazolo[1,5-a]pyrimidine-3-carboxylic acid), C(C)S(=O)(=O)N (ethanesulfonamide). Reactants: N#Cc1ccc(B(O)O)cc1, N#Cc1cc(I)c2c(c1)ncn2-c1ccccc1, O=C([O-])[O-], CC(=O)Nc1cccc(-c2cc(C#N)cc3ncn(-c4ccccc4)c23)c1, CCO, Cc1ccccc1, [K+], [K+], c1ccc(P(c2ccccc2)(c2ccccc2)[Pd](P(c2ccccc2)(c2ccccc2)c2ccccc2)(P(c2ccccc2)(c2ccccc2)c2ccccc2)P(c2ccccc2)(c2ccccc2)c2ccccc2)cc1. The product is N#Cc1ccc(-c2cc(C#N)cc3ncn(-c4ccccc4)c23)cc1. RXN SMILES: [C:19](#[N:20])[c:21]1[cH:22][cH:23][c:24]([B:27]([OH:28])[OH:29])[cH:25][cH:26]1.[C:1](#[N:2])[c:3]1[cH:4][c:5]2[c:6]([n:7](-[c:10]3[cH:11][cH:12][cH:13][cH:14][cH:15]3)[cH:8][n:9]2)[c:16]([I:18])[cH:17]1.[C:30](=[O:31])([O-:32])[O-:33].[C:36]([NH:37][c:38]1[cH:39][c:40](-[c:41]2[c:42]3[n:43](-[c:44]4[cH:45][cH:46][cH:47][cH:48][cH:49]4)[cH:50][n:51][c:52]3[cH:53][c:54]([C:55]#[N:56])[cH:57]2)[cH:58][cH:59][cH:60]1)(=[O:61])[CH3:62].[CH3:140][CH2:141][OH:142].[CH3:143][c:144]1[cH:145][cH:146][cH:147][cH:148][cH:149]1.[K+:34].[K+:35].[cH:63]1[cH:64][cH:65][c:66]([P:67]([Pd:68]([P:69]([c:70]2[cH:71][cH:72][cH:73][cH:74][cH:75]2)([c:76]2[cH:77][cH:78][cH:79][cH:80][cH:81]2)[c:82]2[cH:83][cH:84][cH:85][cH:86][cH:87]2)([P:88]([c:89]2[cH:90][cH:91][cH:92][cH:93][cH:94]2)([c:95]2[cH:96][cH:97][cH:98][cH:99][cH:100]2)[c:101]2[cH:102][cH:103][cH:104][cH:105][cH:106]2)[P:107]([c:108]2[cH:109][cH:110][cH:111][cH:112][cH:113]2)([c:114]2[cH:115][cH:116][cH:117][cH:118][cH:119]2)[c:120]2[cH:121][cH:122][cH:123][cH:124][cH:125]2)([c:126]2[cH:127][cH:128][cH:129][cH:130][cH:131]2)[c:132]2[cH:133][cH:134][cH:135][cH:136][cH:137]2)[cH:138][cH:139]1>>[C:1](#[N:2])[c:3]1[cH:4][c:5]2[c:6]([n:7](-[c:10]3[cH:11][cH:12][cH:13][cH:14][cH:15]3)[cH:8][n:9]2)[c:16](-[c:24]2[cH:23][cH:22][c:21]([C:19]#[N:20])[cH:26][cH:25]2)[cH:17]1.